This data is from the Open Reaction Database (ORD), a public repository of structured organic reaction records. The task is: describe an organic reaction: reactants, conditions, products, and yield Starting materials: [H-], [Na+], CN(C)C=O, BrCCCc1ccccc1, c1c[nH]cn1. The product is c1ccc(CCCn2ccnc2)cc1. RXN SMILES: [H-:6].[Na+:7].[O:18]=[CH:19][N:20]([CH3:21])[CH3:22].[c:8]1([CH2:14][CH2:15][CH2:16][Br:17])[cH:9][cH:10][cH:11][cH:12][cH:13]1.[nH:1]1[cH:2][n:3][cH:4][cH:5]1>>[n:1]1([CH2:16][CH2:15][CH2:14][c:8]2[cH:9][cH:10][cH:11][cH:12][cH:13]2)[cH:2][n:3][cH:4][cH:5]1. Reactants: [Li]CCCC (n-BuLi), BrC=1SC=C(C1)Br (2,4-dibromothiophene), [Si](C)(C)(C(C)(C)C)OC\C=N\S(=O)C(C)(C)C (N-[(1E)-2-{[tert-butyl(dimethyl)silyl]oxy}ethylidene]-2-methylpropane-2-sulfinamide). Run in CCOCC (Et2O), C(Cl)Cl (DCM). Reaction conditions: time 30 minute. Product: BrC=1C=C(SC1)C(CO[Si](C)(C)C(C)(C)C)NS(=O)C(C)(C)C (N-[1-(4-bromothiophen-2-yl)-2-{[tert-butyl(dimethyl)silyl]oxy}ethyl]-2-methylpropane-2-sulfinamide). Reaction SMILES: Br[C:2]1[S:3][CH:4]=[C:5]([Br:7])[CH:6]=1.[Li]CCCC.[Si:13]([O:20][CH2:21]/[CH:22]=[N:23]/[S:24]([C:26]([CH3:29])([CH3:28])[CH3:27])=[O:25])([C:16]([CH3:19])([CH3:18])[CH3:17])([CH3:15])[CH3:14]>CCOCC.C(Cl)Cl>[Br:7][C:5]1[CH:6]=[C:2]([CH:22]([NH:23][S:24]([C:26]([CH3:29])([CH3:28])[CH3:27])=[O:25])[CH2:21][O:20][Si:13]([C:16]([CH3:17])([CH3:18])[CH3:19])([CH3:15])[CH3:14])[S:3][CH:4]=1. Procedure details: 2,4-dibromothiophene (3.49 g, 14.41 mmol) was dissolved in Et2O (120 mL) at −78° C., and then n-BuLi (4.32 mL of 2.5 M, 10.8 mmol) was added dropwise and the resulting mixture was stirred for 30 minutes. This solution was cannulated into a solution of N-[(1E)-2-{[tert-butyl(dimethyl)silyl]oxy}ethylidene]-2-methylpropane-2-sulfinamide (2 g, 7.21 mmol) in 120 mL DCM at −78° C. The reaction mixture was quenched with aqueous ammonium chloride and warmed to room temperature. The mixture was extracted... The reactants are CC1=CC(NC2=CC=CC=C12)=O (4-methylquinolin-2(1H)-one), [N+](=O)(O)[O-] (nitric acid), solid, P(=O)(Cl)(Cl)Cl (phosphorous oxychloride). The solvent is S(O)(O)(=O)=O (sulfuric acid). Yields the product ClC1=NC2=CC=C(C=C2C(=C1)C)[N+](=O)[O-] (2-chloro-4-methyl-6-nitroquinoline). Reaction SMILES: [CH3:1][C:2]1[C:11]2[C:6](=[CH:7][CH:8]=[CH:9][CH:10]=2)[NH:5][C:4](=O)[CH:3]=1.[N+:13]([O-:16])(O)=[O:14].P(Cl)(Cl)([Cl:19])=O>S(=O)(=O)(O)O>[Cl:19][C:4]1[CH:3]=[C:2]([CH3:1])[C:11]2[C:6](=[CH:7][CH:8]=[C:9]([N+:13]([O-:16])=[O:14])[CH:10]=2)[N:5]=1. Procedure: To a solution of 4-methylquinolin-2(1H)-one (11 g, 69 mmol) in concentrated sulfuric acid (100 mL) was added fuming nitric acid (2.7 mL, 80 mol). The temperature of the resulting solution rose to approximately 50°. The reaction mixture was heated at reflux for 1 h, cooled to r.t and carefully poured onto ice. The resulting precipitate was filtered, washed with ice cold water and ether, then dried under vacuum to provide a solid. A mixture of the solid (8.5 g) and phosphorous oxychloride (40 mL) ... Procedure: 2-(1H-1,2,4-Triazol-3-yl)pyridine (0.24 g, 1.6 mmol), potassium carbonate (0.45 g, 3.2 mmol) and 3-fluorobenzonitrile (0.20 g, 1.6 mmol) were stirred in DMF (20 mL) at ambient temperature. The resulting reaction mixture was heated at 145° C. for 16 h, after which time it was quenched with H2O (30 mL) and diluted with EtOAc (200 mL). The EtOAc solution was washed with H2O (3×100 mL), then brine (100 mL) and dried (MgSO4), filtered, and concentrated in vacuo. The resulting residue was chromatograp... The reactants are N1N=C(N=C1)C1=NC=CC=C1 (2-(1H-1,2,4-Triazol-3-yl)pyridine), C([O-])([O-])=O.[K+].[K+] (potassium carbonate), FC=1C=C(C#N)C=CC1 (3-fluorobenzonitrile). Reaction conditions: temperature 145 celsius. Run in CN(C)C=O (DMF). Product: N1=C(C=CC=C1)C1=NN(C=N1)C=1C=C(C#N)C=CC1 (3-(3-pyridin-2-yl-1H-1,2,4-triazol-1-yl)benzonitrile). RXN SMILES: [NH:1]1[CH:5]=[N:4][C:3]([C:6]2[CH:11]=[CH:10][CH:9]=[CH:8][N:7]=2)=[N:2]1.C(=O)([O-])[O-].[K+].[K+].F[C:19]1[CH:20]=[C:21]([CH:24]=[CH:25][CH:26]=1)[C:22]#[N:23]>CN(C=O)C>[N:7]1[CH:8]=[CH:9][CH:10]=[CH:11][C:6]=1[C:3]1[N:4]=[CH:5][N:1]([C:19]2[CH:20]=[C:21]([CH:24]=[CH:25][CH:26]=2)[C:22]#[N:23])[N:2]=1 |f:1.2.3|. Reactants: BrC=1C=C2C=CNC(C2=CC1Cl)=O (6-Bromo-7-chloro-2H-isoquinolin-1-one), BrC=1C=C2C=CN(C(C2=CC1)=O)CC1=CC=C(C=C1)OC (6-Bromo-2-(4-methoxy-benzyl)-2H-isoquinolin-1-one), BrC=1C=C2C=CN(C(C2=CC1)=O)CC1=CC=C(C=C1)OC (6-Bromo-2-(4-methoxy-benzyl)-2H-isoquinolin-1-one). Reaction SMILES: [Br:1][C:2]1[CH:3]=[C:4]2[C:9](=[CH:10][C:11]=1[Cl:12])[C:8](=[O:13])[NH:7][CH:6]=[CH:5]2.BrC1C=C2C(=CC=1)C(=O)N([CH2:26][C:27]1[CH:32]=[CH:31][C:30]([O:33][CH3:34])=[CH:29][CH:28]=1)C=C2>>[Br:1][C:2]1[CH:3]=[C:4]2[C:9](=[CH:10][C:11]=1[Cl:12])[C:8](=[O:13])[N:7]([CH2:26][C:27]1[CH:32]=[CH:31][C:30]([O:33][CH3:34])=[CH:29][CH:28]=1)[CH:6]=[CH:5]2. Procedure: Starting from 6-Bromo-7-chloro-2H-isoquinolin-1-one (12), the title compound was prepared by the method described for 6-Bromo-2-(4-methoxy-benzyl)-2H-isoquinolin-1-one (compound 13). Rt=2.12 min (Method B). Detected mass: 378.1/380.1 (M+H+). Product: BrC=1C=C2C=CN(C(C2=CC1Cl)=O)CC1=CC=C(C=C1)OC (6-Bromo-7-chloro-2-(4-methoxy-benzyl)-2H-isoquinolin-1-one).